From a dataset of the Open Reaction Database (ORD), a public repository of structured organic reaction records. describe an organic reaction: reactants, conditions, products, and yield Reactants: Fc1ccccc1I, CC(C)C(=O)Nc1cccc(C2CCN(Cc3cccc4[nH]ccc34)CC2)c1. Yields the product CC(C)C(=O)Nc1cccc(C2CCN(Cc3cccc4c3ccn4-c3ccccc3F)CC2)c1. RXN SMILES: [F:1][c:2]1[c:3]([I:8])[cH:4][cH:5][cH:6][cH:7]1.[nH:9]1[cH:10][cH:11][c:12]2[c:13]([CH2:18][N:19]3[CH2:20][CH2:21][CH:22]([c:25]4[cH:26][c:27]([NH:31][C:32]([CH:33]([CH3:34])[CH3:35])=[O:36])[cH:28][cH:29][cH:30]4)[CH2:23][CH2:24]3)[cH:14][cH:15][cH:16][c:17]12>>[F:1][c:2]1[c:3](-[n:9]2[cH:10][cH:11][c:12]3[c:13]([CH2:18][N:19]4[CH2:20][CH2:21][CH:22]([c:25]5[cH:26][c:27]([NH:31][C:32]([CH:33]([CH3:34])[CH3:35])=[O:36])[cH:28][cH:29][cH:30]5)[CH2:23][CH2:24]4)[cH:14][cH:15][cH:16][c:17]23)[cH:4][cH:5][cH:6][cH:7]1. The reactants are C(C)OC(=O)C1=NN(C=C1C1=CC=C(C=C1)N)C1=CC=CC=C1 (4-(4-aminophenyl)-1-phenyl-3-pyrazolecarboxylic acid ethyl ester), S(=O)(=O)(OC)OC (dimethyl sulfate), [OH-].[Na+] (sodium hydroxide), Cl (hydrochloric acid), N(=O)[O-].[Na+] (sodium nitrite). The reagents and catalysts are [Cl-].[Zn+2].[Cl-] (zinc chloride). Run in O (water), O (water). Run at time 30 minute. Product: C(C)OC(=O)C1=NN(C=C1C1=CC=C(C=C1)OC)C1=CC=CC=C1 (4-(4-methoxyphenyl)-1-phenyl-3-pyrazolecarboxylic acid ethyl ester). RXN SMILES: [CH2:1]([O:3][C:4]([C:6]1[C:10]([C:11]2[CH:16]=[CH:15][C:14](N)=[CH:13][CH:12]=2)=[CH:9][N:8]([C:18]2[CH:23]=[CH:22][CH:21]=[CH:20][CH:19]=2)[N:7]=1)=[O:5])[CH3:2].Cl.N([O-])=O.[Na+].[OH-].[Na+].S(OC)([O:34][CH3:35])(=O)=O>[Cl-].[Zn+2].[Cl-].O>[CH2:1]([O:3][C:4]([C:6]1[C:10]([C:11]2[CH:16]=[CH:15][C:14]([O:34][CH3:35])=[CH:13][CH:12]=2)=[CH:9][N:8]([C:18]2[CH:23]=[CH:22][CH:21]=[CH:20][CH:19]=2)[N:7]=1)=[O:5])[CH3:2] |f:2.3,4.5,7.8.9|. Reported procedure: 2.4 gm. of 4-(4-aminophenyl)-1-phenyl-3-pyrazolecarboxylic acid ethyl ester are reacted with 28 ml. of 1N hydrochloric acid, cooled to 0° C. and slowly diazotized with a solution of 830 mg. of sodium nitrite in 10 ml. of water. The mixture is diluted with 10 ml. of water and stirred for 15 minutes at 0° C. Thereupon, 953 mg. of zinc chloride are added to the mixture, which is allowed to stand for 30 minutes. The separated precipitate is filtered under vacuum, dried and taken up in 50 ml. of meth... The reactants are BrCC1=CC2=CC=CC=C2C=C1 (2-bromomethyl naphthalene), OC(CCCCC)C=1C=C(C=CC1)O (3-(1-hydroxyhexyl)phenol), C([O-])([O-])=O.[K+].[K+] (potassium carbonate), [I-].[Na+] (sodium iodide), C([O-])([O-])=O.[Cs+].[Cs+] (cesium carbonate). Run in CC(=O)C (acetone). The product is OC(CCCCC)C=1C=C(OCC2=CC3=CC=CC=C3C=C2)C=CC1 (2-(3-(1-Hydroxyhexyl)phenoxymethyl)naphthalene). As a reaction SMILES: Br[CH2:2][C:3]1[CH:12]=[CH:11][C:10]2[C:5](=[CH:6][CH:7]=[CH:8][CH:9]=2)[CH:4]=1.[OH:13][CH:14]([C:20]1[CH:21]=[C:22]([OH:26])[CH:23]=[CH:24][CH:25]=1)[CH2:15][CH2:16][CH2:17][CH2:18][CH3:19].C(=O)([O-])[O-].[K+].[K+].[I-].[Na+].C(=O)([O-])[O-].[Cs+].[Cs+]>CC(C)=O>[OH:13][CH:14]([C:20]1[CH:21]=[C:22]([CH:23]=[CH:24][CH:25]=1)[O:26][CH2:2][C:3]1[CH:12]=[CH:11][C:10]2[C:5](=[CH:6][CH:7]=[CH:8][CH:9]=2)[CH:4]=1)[CH2:15][CH2:16][CH2:17][CH2:18][CH3:19] |f:2.3.4,5.6,7.8.9|. Procedure: A suspension of 2-bromomethyl naphthalene (5 g, 0.023 mol), 3-(1-hydroxyhexyl)phenol (5 g, 0.026 mol), powdered potassium carbonate (4.5 g, 0.033 mol), sodium iodide (0.4 g, 0.0023 mol) and cesium carbonate (0.7 g, 0.0021 mol) in dry acetone (75 ml) was refluxed overnight (14 hours). The reaction mixture was filtered, the filtrate was concentrated, dissolved in ether, and then washed successively with 1N NaOH solution 6N HCl solution, water and brine. After drying the organics over anhydrous MgS... Solvent: C(C)O (ethanol). Reported procedure: Sodium hydroxide (1.0 M) in water (0.70 mL, 0.70 mmol) was added to a mixture of 4-{3-[1-(4-amino-3-methyl-1H-pyrazolo[3,4-d]pyrimidin-1-yl)ethyl]-5-chloro-2-methoxy-6-methylphenyl}pyridine-2-carbonitrile (0.060 g, 0.14 mmol) in ethanol (1.0 mL) and the resultant mixture was heated at 95° C. for 6 hours. At this time, conc. HCl was added to adjust pH to ˜3. The solvent was removed and the residue was used in the next step without further purification. LCMS calculated for C22H22ClN6O3 (M+H)+: m/z... Reaction SMILES: [OH-:1].[Na+].[OH2:3].[NH2:4][C:5]1[N:10]=[CH:9][N:8]=[C:7]2[N:11]([CH:15]([C:17]3[C:18]([O:33][CH3:34])=[C:19]([C:25]4[CH:30]=[CH:29][N:28]=[C:27]([C:31]#N)[CH:26]=4)[C:20]([CH3:24])=[C:21]([Cl:23])[CH:22]=3)[CH3:16])[N:12]=[C:13]([CH3:14])[C:6]=12.Cl>C(O)C>[NH2:4][C:5]1[N:10]=[CH:9][N:8]=[C:7]2[N:11]([CH:15]([C:17]3[C:18]([O:33][CH3:34])=[C:19]([C:25]4[CH:30]=[CH:29][N:28]=[C:27]([C:31]([OH:3])=[O:1])[CH:26]=4)[C:20]([CH3:24])=[C:21]([Cl:23])[CH:22]=3)[CH3:16])[N:12]=[C:13]([CH3:14])[C:6]=12 |f:0.1|. Reactants: resultant mixture, [OH-].[Na+] (Sodium hydroxide), O (water), NC1=C2C(=NC=N1)N(N=C2C)C(C)C=2C(=C(C(=C(C2)Cl)C)C2=CC(=NC=C2)C#N)OC (4-{3-[1-(4-amino-3-methyl-1H-pyrazolo[3,4-d]pyrimidin-1-yl)ethyl]-5-chloro-2-methoxy-6-methylphenyl}pyridine-2-carbonitrile), Cl (HCl). Yields the product NC1=C2C(=NC=N1)N(N=C2C)C(C)C=2C(=C(C(=C(C2)Cl)C)C2=CC(=NC=C2)C(=O)O)OC (4-{3-[1-(4-Amino-3-methyl-1H-pyrazolo[3,4-d]pyrimidin-1-yl)ethyl]-5-chloro-2-methoxy-6-methylphenyl}pyridine-2-carboxylic acid). The reactants are CS(=O)(=O)O, CO, COc1cc(N(C)CCN(C)C)ccc1-c1nc2c(c(C3CCCCC3)nn2C)c(=O)[nH]1. The product is CS(=O)(=O)O, COc1cc(N(C)CCN(C)C)ccc1-c1nc2c(c(C3CCCCC3)nn2C)c(=O)[nH]1. As a reaction SMILES: [CH3:33][S:34]([OH:35])(=[O:36])=[O:37].[CH3:38][OH:39].[CH:1]1([c:7]2[n:8][n:9]([CH3:32])[c:10]3[n:11][c:12](-[c:17]4[c:18]([O:30][CH3:31])[cH:19][c:20]([N:23]([CH3:24])[CH2:25][CH2:26][N:27]([CH3:28])[CH3:29])[cH:21][cH:22]4)[nH:13][c:14](=[O:16])[c:15]23)[CH2:2][CH2:3][CH2:4][CH2:5][CH2:6]1>>[CH3:33][S:34](=[O:35])(=[O:36])[OH:37].[CH:1]1([c:7]2[n:8][n:9]([CH3:32])[c:10]3[n:11][c:12](-[c:17]4[c:18]([O:30][CH3:31])[cH:19][c:20]([N:23]([CH3:24])[CH2:25][CH2:26][N:27]([CH3:28])[CH3:29])[cH:21][cH:22]4)[nH:13][c:14](=[O:16])[c:15]23)[CH2:2][CH2:3][CH2:4][CH2:5][CH2:6]1. The reactants are BrC=1C=CC2=CC=C3C=CC(N(C3=C2N1)C)=O (9-Bromo-1-methyl-1,10-phenanthroline-2(1H)-one), P(=O)(Br)(Br)Br (phosphorus oxybromide), P(Cl)(Cl)(Cl)(Cl)Cl (phosphorus pentachloride). Run at temperature 70 celsius, time 5.5 hour. The product is BrC1=NC2=C3N=C(C=CC3=CC=C2C=C1)Br (2,9-Dibromo-1,10-phenanthroline). The yield is 81.3%. As a reaction SMILES: [Br:1][C:2]1[CH:3]=[CH:4][C:5]2[C:14]([N:15]=1)=[C:13]1[C:8]([CH:9]=[CH:10][C:11](=O)[N:12]1C)=[CH:7][CH:6]=2.P(Br)(Br)([Br:20])=O.P(Cl)(Cl)(Cl)(Cl)Cl>>[Br:20][C:11]1[CH:10]=[CH:9][C:8]2[C:13](=[C:14]3[C:5](=[CH:6][CH:7]=2)[CH:4]=[CH:3][C:2]([Br:1])=[N:15]3)[N:12]=1. Procedure details: Under a stream of argon, to compound (9) (8.4 g; 29.1 mmol), phosphorus oxybromide (3.25 g; 174 mmol) and phosphorus pentachloride (15.4 g; 35.8 mmol) were added in an ice bath. The reaction temperature was raised to 65 to 75° C., and the resulting reaction mixture was stirred for 5.5 hours. The reaction mixture was cooled in an ice bath and evaporated under reduced pressure. Excess phosphorus oxybromide was removed and the resulting reaction concentrate was poured into ice water, and was made a...